From a dataset of the Open Reaction Database (ORD), a public repository of structured organic reaction records. describe an organic reaction: reactants, conditions, products, and yield Reactants: C[O-], CC(NC(=O)N1C(=O)NC(=O)C12CCOc1ccc(F)cc12)c1ccccc1, [Na+]. Product: O=C1NC(=O)C2(CCOc3ccc(F)cc32)N1. RXN SMILES: [CH3:29][O-:30].[F:1][c:2]1[cH:3][cH:4][c:5]2[c:6]([cH:28]1)[C:7]1([CH2:8][CH2:9][O:10]2)[N:11]([C:17](=[O:18])[NH:19][CH:20]([c:21]2[cH:22][cH:23][cH:24][cH:25][cH:26]2)[CH3:27])[C:12](=[O:16])[NH:13][C:14]1=[O:15].[Na+:31]>>[F:1][c:2]1[cH:3][cH:4][c:5]2[c:6]([cH:28]1)[C:7]1([CH2:8][CH2:9][O:10]2)[NH:11][C:12](=[O:16])[NH:13][C:14]1=[O:15]. Starting materials: [BH4-], CCO, CCCCCC(=O)C=CI, [Na+], O. Yields the product CCCCCC(O)C=CI. Reaction SMILES: [BH4-:14].[CH3:11][CH2:12][OH:13].[I:1][CH:2]=[CH:3][C:4]([CH2:5][CH2:6][CH2:7][CH2:8][CH3:9])=[O:10].[Na+:15].[OH2:16]>>[I:1][CH:2]=[CH:3][CH:4]([CH2:5][CH2:6][CH2:7][CH2:8][CH3:9])[OH:10]. Starting materials: [Al+3], COc1ccccc1, [Cl-], [Cl-], [Cl-], ClCCl, CCOC(=O)C(=O)Cl. The product is CCOC(=O)C(=O)c1ccc(OC)cc1. RXN SMILES: [Al+3:2].[CH3:13][O:14][c:15]1[cH:16][cH:17][cH:18][cH:19][cH:20]1.[Cl-:1].[Cl-:3].[Cl-:4].[Cl:21][CH2:22][Cl:23].[Cl:5][C:6]([C:7](=[O:8])[O:9][CH2:10][CH3:11])=[O:12]>>[C:6]([C:7](=[O:8])[O:9][CH2:10][CH3:11])(=[O:12])[c:18]1[cH:17][cH:16][c:15]([O:14][CH3:13])[cH:20][cH:19]1. Reactants: ClC=1C=C(C=CC1)[C@H](OCCNC(OC)=O)[C@H]1CN(CCC1)C(N[C@@H](CC1CCCCC1)[C@@H](CC)N(C(=O)OCC[Si](C)(C)C)C)=O (Methyl 2-((R)-(3-chlorophenyl)((R)-1-((2S,3R)-1-cyclohexyl-3-(methyl((2-(trimethylsilyl)ethoxy)carbonyl)amino)pentan-2-ylcarbamoyl)piperidin-3-yl)methoxy)ethylcarbamate), C(Cl)Cl.C(=O)(C(F)(F)F)O (DCM TFA). Conditions: time 30 minute. Product: OC(=O)C(F)(F)F.ClC=1C=C(C=CC1)[C@H](OCCNC(OC)=O)[C@H]1CN(CCC1)C(N[C@@H](CC1CCCCC1)[C@@H](CC)NC)=O (methyl 2-((R)-(3-chlorophenyl)((R)-1-((2S,3R)-1-cyclohexyl-3-(methylamino)pentan-2-ylcarbamoyl)piperidin-3-yl)methoxy)ethylcarbamate TFA salt). Reaction SMILES: [Cl:1][C:2]1[CH:3]=[C:4]([C@@H:8]([C@@H:17]2[CH2:22][CH2:21][CH2:20][N:19]([C:23](=[O:47])[NH:24][C@H:25]([C@H:33]([N:36](C)[C:37](OCC[Si](C)(C)C)=O)[CH2:34][CH3:35])[CH2:26][CH:27]3[CH2:32][CH2:31][CH2:30][CH2:29][CH2:28]3)[CH2:18]2)[O:9][CH2:10][CH2:11][NH:12][C:13](=[O:16])[O:14][CH3:15])[CH:5]=[CH:6][CH:7]=1.C(Cl)Cl.[C:51]([OH:57])([C:53]([F:56])([F:55])[F:54])=[O:52]>>[OH:57][C:51]([C:53]([F:56])([F:55])[F:54])=[O:52].[Cl:1][C:2]1[CH:3]=[C:4]([C@@H:8]([C@@H:17]2[CH2:22][CH2:21][CH2:20][N:19]([C:23](=[O:47])[NH:24][C@H:25]([C@H:33]([NH:36][CH3:37])[CH2:34][CH3:35])[CH2:26][CH:27]3[CH2:28][CH2:29][CH2:30][CH2:31][CH2:32]3)[CH2:18]2)[O:9][CH2:10][CH2:11][NH:12][C:13](=[O:16])[O:14][CH3:15])[CH:5]=[CH:6][CH:7]=1 |f:1.2,3.4|. Reported procedure: Methyl 2-((R)-(3-chlorophenyl)((R)-1-((2S,3R)-1-cyclohexyl-3-(methyl((2-(trimethylsilyl)ethoxy)carbonyl)amino)pentan-2-ylcarbamoyl)piperidin-3-yl)methoxy)ethylcarbamate (17 mg) was dissolved in DCM/TFA (4/1 mL) and stirred for 30 min. After concentrated, the slurry was purified through preparative HPLC to afford methyl 2-((R)-(3-chlorophenyl)((R)-1-((2S,3R)-1-cyclohexyl-3-(methylamino)pentan-2-ylcarbamoyl)piperidin-3-yl)methoxy)ethylcarbamate TFA salt (11.9 mg). Reactants: CS(=O)(=O)Cl (Methanesulphonyl chloride), ClC1=CC=C(C=C1)C12OCC(CO1)(C(C2)O)CCC (1-(4-chlorophenyl)-8-hydroxy-4-n-propyl-2,6-dioxabicyclo[2,2,2]octane), O (water). Solvent: N1=CC=CC=C1 (pyridine). Run at time 6 hour. Product: CS(=O)(=O)OC1CC2(OCC1(CO2)CCC)C2=CC=C(C=C2)Cl (1-(4-Chlorophenyl)-4-n-propyl-2,6-dioxabicyclo[2,2,2]oct-8-yl methanesulphonate). RXN SMILES: [CH3:1][S:2](Cl)(=[O:4])=[O:3].[Cl:6][C:7]1[CH:12]=[CH:11][C:10]([C:13]23[CH2:20][CH:19]([OH:21])[C:16]([CH2:22][CH2:23][CH3:24])([CH2:17][O:18]2)[CH2:15][O:14]3)=[CH:9][CH:8]=1.O>N1C=CC=CC=1>[CH3:1][S:2]([O:21][CH:19]1[C:16]2([CH2:22][CH2:23][CH3:24])[CH2:15][O:14][C:13]([C:10]3[CH:9]=[CH:8][C:7]([Cl:6])=[CH:12][CH:11]=3)([O:18][CH2:17]2)[CH2:20]1)(=[O:4])=[O:3]. Procedure: Methanesulphonyl chloride (164 μl) was added to a stirred solution of 1-(4-chlorophenyl)-8-hydroxy-4-n-propyl-2,6-dioxabicyclo[2,2,2]octane (500 mg.) in dry pyridine (2.0 ml.). The mixture was stirred at room temperature for 6 hours. The mixture was poured into water and the aqueous mixture was extracted with diethyl ether. The ethereal extracts were washed with 1N hydrochloric acid solution. The ethereal extracts were then washed with saturated aqueous sodium hydrogen carbonate solution. The et... Starting materials: C1CCOC1, CC(C)(C)[O-], COC(=O)c1cc2c(C=O)cccc2s1, [K+], [Na+], O=C([O-])O. Product: C#Cc1cccc2sc(C(=O)OC)cc12. RXN SMILES: [CH2:27]1[O:28][CH2:29][CH2:30][CH2:31]1.[CH3:1][C:2]([CH3:3])([O-:4])[CH3:5].[CH:7](=[O:8])[c:9]1[cH:10][cH:11][cH:12][c:13]2[s:14][c:15]([C:18](=[O:19])[O:20][CH3:21])[cH:16][c:17]12.[K+:6].[Na+:26].[O-:22][C:23]([OH:24])=[O:25]>>[CH:1]#[C:7][c:9]1[cH:10][cH:11][cH:12][c:13]2[s:14][c:15]([C:18](=[O:19])[O:20][CH3:21])[cH:16][c:17]12.